Task: describe an organic reaction: reactants, conditions, products, and yield. Dataset: the Open Reaction Database (ORD), a public repository of structured organic reaction records Reactants: C(C)OC1=CC=C(C=C1)C=1C=CC2=C(C=C(CCS2)C(=O)OC)C1 (methyl 7-(4-ethoxyphenyl)-2,3-dihydro-1-benzothiepine-4-carboxylate), C1CCOC1 (THF), [OH-].[Na+] (sodium hydroxide). Run in CO (methanol). Conditions: time 3 hour. The product is C(C)OC1=CC=C(C=C1)C=1C=CC2=C(C=C(CCS2)C(=O)O)C1 (7-(4-ethoxyphenyl)-2,3-dihydro-1-benzothiepine-4-carboxylic acid). Yield: 92.3%. RXN SMILES: [CH2:1]([O:3][C:4]1[CH:9]=[CH:8][C:7]([C:10]2[CH:11]=[CH:12][C:13]3[S:19][CH2:18][CH2:17][C:16]([C:20]([O:22]C)=[O:21])=[CH:15][C:14]=3[CH:24]=2)=[CH:6][CH:5]=1)[CH3:2].C1COCC1.[OH-].[Na+]>CO>[CH2:1]([O:3][C:4]1[CH:5]=[CH:6][C:7]([C:10]2[CH:11]=[CH:12][C:13]3[S:19][CH2:18][CH2:17][C:16]([C:20]([OH:22])=[O:21])=[CH:15][C:14]=3[CH:24]=2)=[CH:8][CH:9]=1)[CH3:2] |f:2.3|. Procedure details: To methyl 7-(4-ethoxyphenyl)-2,3-dihydro-1-benzothiepine-4-carboxylate (960 mg) were added THF (19.2 ml), methanol (9.6 ml) and 1N sodium hydroxide (3.4 ml), and the mixture was stirred at room temperature for 3 hours. Under reduced pressure, the organic solvent was evaporated. To the residue was added ethyl acetate, and the mixture was extracted with water. To the mixture was added 6N hydrochloric acid (2 ml), and the mixture was extracted with ethyl acetate/THF, washed with saturated brine and... The reactants are C1(=CC=CC=C1)CC(=O)NC1[C@@H]2N(C(=C(CS2=O)COC(COC2=CC=C(C=C2)OC)=O)C(=O)OC(C2=CC=CC=C2)C2=CC=CC=C2)C1=O (Benzhydryl 7-(2-phenylacetamido)-3-[2-(4-methoxyphenoxy)acetoxymethyl]-3-cephem-4-carboxylate-1-oxide), P(Cl)(Cl)Cl (phosphorus trichloride), ( 3 ). Product: C1(=CC=CC=C1)CC(=O)NC1[C@@H]2N(C(=C(CS2)COC(COC2=CC=C(C=C2)OC)=O)C(=O)OC(C2=CC=CC=C2)C2=CC=CC=C2)C1=O (benzhydryl 7-(2-phenylacetamido)-3-[2-(4-methoxyphenoxy)acetoxymethyl]-3-cephem-4-carboxylate). Yield: 90.5%. RXN SMILES: [C:1]1([CH2:7][C:8]([NH:10][CH:11]2[C:49](=[O:50])[N:13]3[C:14]([C:33]([O:35][CH:36]([C:43]4[CH:48]=[CH:47][CH:46]=[CH:45][CH:44]=4)[C:37]4[CH:42]=[CH:41][CH:40]=[CH:39][CH:38]=4)=[O:34])=[C:15]([CH2:19][O:20][C:21](=[O:32])[CH2:22][O:23][C:24]4[CH:29]=[CH:28][C:27]([O:30][CH3:31])=[CH:26][CH:25]=4)[CH2:16][S:17](=O)[C@H:12]23)=[O:9])[CH:6]=[CH:5][CH:4]=[CH:3][CH:2]=1.P(Cl)(Cl)Cl>>[C:1]1([CH2:7][C:8]([NH:10][CH:11]2[C:49](=[O:50])[N:13]3[C:14]([C:33]([O:35][CH:36]([C:43]4[CH:48]=[CH:47][CH:46]=[CH:45][CH:44]=4)[C:37]4[CH:38]=[CH:39][CH:40]=[CH:41][CH:42]=4)=[O:34])=[C:15]([CH2:19][O:20][C:21](=[O:32])[CH2:22][O:23][C:24]4[CH:29]=[CH:28][C:27]([O:30][CH3:31])=[CH:26][CH:25]=4)[CH2:16][S:17][C@H:12]23)=[O:9])[CH:6]=[CH:5][CH:4]=[CH:3][CH:2]=1. Procedure details: Benzhydryl 7-(2-phenylacetamido)-3-[2-(4-methoxyphenoxy)acetoxymethyl]-3-cephem-4-carboxylate-1-oxide (6.9 g.) and phosphorus trichloride (2.7 g.) were reacted according to a similar manner to that of Preparation 30 (3) to give benzhydryl 7-(2-phenylacetamido)-3-[2-(4-methoxyphenoxy)acetoxymethyl]-3-cephem-4-carboxylate (6.1 g.). Product: Cl, Fc1cccc(CSC2=NC(c3ccccc3)C(c3ccccc3)N2)c1. RXN SMILES: [CH3:28][CH2:29][OH:30].[F:19][c:20]1[cH:21][c:22]([CH2:23][Cl:24])[cH:25][cH:26][cH:27]1.[c:1]1([CH:7]2[NH:8][C:9](=[S:18])[NH:10][CH:11]2[c:12]2[cH:13][cH:14][cH:15][cH:16][cH:17]2)[cH:2][cH:3][cH:4][cH:5][cH:6]1>>[ClH:24].[c:1]1([CH:7]2[NH:8][C:9]([S:18][CH2:23][c:22]3[cH:21][c:20]([F:19])[cH:27][cH:26][cH:25]3)=[N:10][CH:11]2[c:12]2[cH:13][cH:14][cH:15][cH:16][cH:17]2)[cH:2][cH:3][cH:4][cH:5][cH:6]1. Starting materials: CCO, Fc1cccc(CCl)c1, S=C1NC(c2ccccc2)C(c2ccccc2)N1. Yield: 30.0%. Reported procedure: tert-Butyl 5-methyl-7-(4-(5-methylpyridin-2-yl)-2-oxopyridin-1(2H)-yl)-3,4-dihydro-1H-pyrido[4,3-b]indole-2(5H)-carboxylate (245 mg, 0.520 mmol) was deprotected and converted to the dihydrochloride salt according to the procedure of Example 30 (steps e and g) to provide the title compound (57 mg, 30%) as a yellow solid: mp 295-305° C.; 1H NMR (500 MHz, CD3OD) δ 8.76 (d, J=1.8 Hz, 1H), 8.34 (d, J=6.9 Hz, 1H), 8.24 (d, J=8.2 Hz, 1H), 7.94 (d, J=7.2 Hz, 1H), 7.67 (d, J=8.3 Hz, 1H), 7.61 (d, J=1.7 H... RXN SMILES: [CH3:1][N:2]1[C:10]2[CH:9]=[C:8]([N:11]3[CH:16]=[CH:15][C:14]([C:17]4[CH:22]=[CH:21][C:20]([CH3:23])=[CH:19][N:18]=4)=[CH:13][C:12]3=[O:24])[CH:7]=[CH:6][C:5]=2[C:4]2[CH2:25][N:26](C(OC(C)(C)C)=O)[CH2:27][CH2:28][C:3]1=2.C1(N)C(F)=C(F)C(F)=C(N)C=1F.[ClH:48].Cl>>[ClH:48].[ClH:48].[CH3:1][N:2]1[C:10]2[CH:9]=[C:8]([N:11]3[CH:16]=[CH:15][C:14]([C:17]4[CH:22]=[CH:21][C:20]([CH3:23])=[CH:19][N:18]=4)=[CH:13][C:12]3=[O:24])[CH:7]=[CH:6][C:5]=2[C:4]2[CH2:25][NH:26][CH2:27][CH2:28][C:3]1=2 |f:1.2.3,4.5.6|. Reactants: CN1C2=C(C=3C=CC(=CC13)N1C(C=C(C=C1)C1=NC=C(C=C1)C)=O)CN(CC2)C(=O)OC(C)(C)C (tert-Butyl 5-methyl-7-(4-(5-methylpyridin-2-yl)-2-oxopyridin-1(2H)-yl)-3,4-dihydro-1H-pyrido[4,3-b]indole-2(5H)-carboxylate), C1(=C(C(=C(C(=C1F)F)F)N)F)N.Cl.Cl (dihydrochloride). Yields the product Cl.Cl.CN1C2=C(C=3C=CC(=CC13)N1C(C=C(C=C1)C1=NC=C(C=C1)C)=O)CNCC2 (1-(5-Methyl-2,3,4,5-tetrahydro-1H-pyrido[4,3-b]indol-7-yl)-4-(5-methylpyridin-2-yl)pyridin-2(1H)-one dihydrochloride). Starting materials: B(Br)(Br)Br (boron tribromide), BrC=1C=C2CC[C@H](C2=CC1OC)CCNC(CC)=O ((S)-N-[2-(5-bromo-6-methoxyindan-1-yl)ethyl]propionamide), ice water. Run in ClCCl (dichloromethane). Run at time 30 minute. Product: BrC=1C=C2CC[C@H](C2=CC1O)CCNC(CC)=O ((S)-N-[2-(5-bromo-6-hydroxyindan-1-yl)ethyl]propionamide). Yield: 94.1%. RXN SMILES: [Br:1][C:2]1[CH:3]=[C:4]2[C:8](=[CH:9][C:10]=1[O:11]C)[C@H:7]([CH2:13][CH2:14][NH:15][C:16](=[O:19])[CH2:17][CH3:18])[CH2:6][CH2:5]2.B(Br)(Br)Br>ClCCl>[Br:1][C:2]1[CH:3]=[C:4]2[C:8](=[CH:9][C:10]=1[OH:11])[C@H:7]([CH2:13][CH2:14][NH:15][C:16](=[O:19])[CH2:17][CH3:18])[CH2:6][CH2:5]2. Procedure details: A solution of (S)-N-[2-(5-bromo-6-methoxyindan-1-yl)ethyl]propionamide (56.7 g, 174 mmol.) in dichloromethane (400 mL) was cooled to −30° C. To the solution was added dropwise slowly boron tribromide (95.8 g, 382 mmol.). The reaction mixture was stirred for 30 minutes while keeping at temperatures ranging from −20 to −15° C. The reaction mixture was poured into ice-water, which was stirred for further 10 minutes at room temperature. The organic matter was extracted with ethyl acetate. The extrac... The reactants are Fc1ccc(Cn2c(Cl)nc3ccccc32)cc1, CCOC(=O)N1CCC(N)CC1. Yields the product CCOC(=O)N1CCC(Nc2nc3ccccc3n2Cc2ccc(F)cc2)CC1. As a reaction SMILES: [F:1][c:2]1[cH:3][cH:4][c:5]([CH2:6][n:7]2[c:8]([Cl:16])[n:9][c:10]3[c:11]2[cH:12][cH:13][cH:14][cH:15]3)[cH:17][cH:18]1.[NH2:19][CH:20]1[CH2:21][CH2:22][N:23]([C:26](=[O:27])[O:28][CH2:29][CH3:30])[CH2:24][CH2:25]1>>[F:1][c:2]1[cH:3][cH:4][c:5]([CH2:6][n:7]2[c:8]([NH:19][CH:20]3[CH2:21][CH2:22][N:23]([C:26](=[O:27])[O:28][CH2:29][CH3:30])[CH2:24][CH2:25]3)[n:9][c:10]3[c:11]2[cH:12][cH:13][cH:14][cH:15]3)[cH:17][cH:18]1. Reactants: BrC1=CC=C2C(C(NC2=C1C)=O)(C)C (6-bromo-3,3,7-trimethylindolin-2-one), CC(C)(C)[O-].[Na+] (NaOt-Bu), N1CCOCC1 (morpholine), C(C(C)C)N1P2N(CCN(CC1)CCN2CC(C)C)CC(C)C (2,8,9-triisobutyl-2,5,8,9-tetraaza-1-phosphabicyclo[3.3.3]undecane). Reagents/catalysts: C=1C=CC(=CC1)/C=C/C(=O)/C=C/C2=CC=CC=C2.C=1C=CC(=CC1)/C=C/C(=O)/C=C/C2=CC=CC=C2.C=1C=CC(=CC1)/C=C/C(=O)/C=C/C2=CC=CC=C2.[Pd].[Pd] (Pd2(dba)3). The solvent is C1(=CC=CC=C1)C (Toluene). Conditions: temperature 120 celsius. Product: CC1(C(NC2=C(C(=CC=C12)N1CCOCC1)C)=O)C (3,3,7-trimethyl-6-morpholinoindolin-2-one). Reaction SMILES: Br[C:2]1[C:10]([CH3:11])=[C:9]2[C:5]([C:6]([CH3:14])([CH3:13])[C:7](=[O:12])[NH:8]2)=[CH:4][CH:3]=1.CC([O-])(C)C.[Na+].[NH:21]1[CH2:26][CH2:25][O:24][CH2:23][CH2:22]1.C(N1CCN2CCN(CC(C)C)P1N(CC(C)C)CC2)C(C)C>C1(C)C=CC=CC=1.C1C=CC(/C=C/C(/C=C/C2C=CC=CC=2)=O)=CC=1.C1C=CC(/C=C/C(/C=C/C2C=CC=CC=2)=O)=CC=1.C1C=CC(/C=C/C(/C=C/C2C=CC=CC=2)=O)=CC=1.[Pd].[Pd]>[CH3:13][C:6]1([CH3:14])[C:5]2[C:9](=[C:10]([CH3:11])[C:2]([N:21]3[CH2:26][CH2:25][O:24][CH2:23][CH2:22]3)=[CH:3][CH:4]=2)[NH:8][C:7]1=[O:12] |f:1.2,6.7.8.9.10|. Procedure: A mixture of 6-bromo-3,3,7-trimethylindolin-2-one (0.63 g, 2.44 mmol), NaOt-Bu (0.33 g, 3.42 mmol), Pd2(dba)3 (0.11 g, 0.12 mmol), morpholine (0.51 mL, 5.86 mmol), and 2,8,9-triisobutyl-2,5,8,9-tetraaza-1-phosphabicyclo[3.3.3]undecane (0.11 mL, 0.29 mmol) in Toluene (2.5 mL) was flushed with N2 for 10 minutes and then heated in a microwave at 120° C. for 80 minutes. The mixture was cooled to rt and concentrated. Purification of the residue by flash chromatography over silica gel, using 40% EtOAc...